Dataset: the Open Reaction Database (ORD), a public repository of structured organic reaction records. Task: describe an organic reaction: reactants, conditions, products, and yield Reactants: [OH-].[Li+] (lithium hydroxide), C(C)(=O)N[C@H]1[C@@H](C=C(C[C@@H]1CC1OC1)C(=O)OC)OC(CC)CC (methyl (3R,4R,5R)-4-(acetylamino)-3-(1-ethylpropoxy)-5-(2-oxiranylmethyl)-1-cyclohexene-1-carboxylate). Run in C1CCOC1 (THF). Run at time 10 hour. Product: C(C)(=O)N[C@H]1[C@@H](C=C(C[C@@H]1CC1OC1)C(=O)O)OC(CC)CC ((3R,4R,5R)-4-(acetylamino)-3-(1-ethylpropoxy)-5-(2-oxiranylmethyl)-1-cyclohexene-1-carboxylic acid). The yield is 96.4%. Reaction SMILES: [OH-].[Li+].[C:3]([NH:6][C@@H:7]1[C@@H:12]([CH2:13][CH:14]2[CH2:16][O:15]2)[CH2:11][C:10]([C:17]([O:19]C)=[O:18])=[CH:9][C@H:8]1[O:21][CH:22]([CH2:25][CH3:26])[CH2:23][CH3:24])(=[O:5])[CH3:4]>C1COCC1>[C:3]([NH:6][C@@H:7]1[C@@H:12]([CH2:13][CH:14]2[CH2:16][O:15]2)[CH2:11][C:10]([C:17]([OH:19])=[O:18])=[CH:9][C@H:8]1[O:21][CH:22]([CH2:23][CH3:24])[CH2:25][CH3:26])(=[O:5])[CH3:4] |f:0.1|. Procedure: Aqueous lithium hydroxide solution (0.1N, 15 mL) was added to a room temperature solution of Example 4A (40 mg, 0.118 mmol) in THF (5 mL). The solution was stirred for 10 hours, acidified to pH 5-6 with DOWEX® 50WX2-200 ion-exchange resin, filtered and concentrated. The concentrate was purified by flash chromatography on silica gel using acetic acid/ethyl acetate (1/5) to afford 37 mg (96%) of the desired product as a white solid. The reactants are C(C1=CC=[N+](C=C1)[O-])(=O)O (isonicotinic acid 1-oxide), C(=O)(N1C=NC=C1)N1C=NC=C1 (1,1'-Carbonyldiimidazole), ClC1=C(C=C(C=C1)N)C(F)(F)F (4-chloro-3-trifluoromethylbenzenamine). Solvent: CN(C=O)C (dimethylformamide). Run at time 40 minute. Product: ClC1=C(C=C(C=C1)NC(=O)C1=CC=[N+](C=C1)[O-])C(F)(F)F (N-[4-chloro-3-(trifluoromethyl)phenyl]-4-pyridinecarboxamide-1-oxide). The yield is 56.8%. RXN SMILES: [C:1]([OH:10])(=O)[C:2]1[CH:7]=[CH:6][N+:5]([O-:8])=[CH:4][CH:3]=1.C(N1C=CN=C1)(N1C=CN=C1)=O.[Cl:23][C:24]1[CH:29]=[CH:28][C:27]([NH2:30])=[CH:26][C:25]=1[C:31]([F:34])([F:33])[F:32]>CN(C)C=O>[Cl:23][C:24]1[CH:29]=[CH:28][C:27]([NH:30][C:1]([C:2]2[CH:3]=[CH:4][N+:5]([O-:8])=[CH:6][CH:7]=2)=[O:10])=[CH:26][C:25]=1[C:31]([F:32])([F:33])[F:34]. Procedure details: A suspension of isonicotinic acid 1-oxide (4.16 g, 29.9 mmol) and 1,1'-Carbonyldiimidazole (5.33 g, 32.9 mmol) in dry dimethylformamide (50 ml) was stirred for 40 minutes under an air-lock and treated with 4-chloro-3-trifluoromethylbenzenamine (6.43 g, 32.9 mmol). The reaction mixture was heated at 100° for 5.3 hours and cooled to room temperature. The solution was evaporated in vacuo and the residue triturated with ethanol (2×20 ml) to give the title compound (5.379 g), m.p. 263°-265°. Starting materials: O=C([O-])[O-], COCCOC, CS(C)=O, Fc1ccc(C(F)(F)Br)c(F)c1F, [K+], [K+], O=C1c2ccccc2C(=O)N1O. The product is O=C1c2ccccc2C(=O)N1OC(F)(F)c1ccc(F)c(F)c1F. As a reaction SMILES: [C:13](=[O:14])([O-:15])[O-:16].[CH2:32]([CH2:33][O:34][CH3:35])[O:36][CH3:37].[CH3:38][S:39](=[O:40])[CH3:41].[F:19][c:20]1[c:21]([F:31])[c:22]([F:30])[c:23]([C:24]([F:25])([F:26])[Br:27])[cH:28][cH:29]1.[K+:17].[K+:18].[OH:1][N:2]1[C:3](=[O:12])[c:4]2[c:5]([cH:8][cH:9][cH:10][cH:11]2)[C:6]1=[O:7]>>[O:1]([N:2]1[C:3](=[O:12])[c:4]2[c:5]([cH:8][cH:9][cH:10][cH:11]2)[C:6]1=[O:7])[C:24]([c:23]1[c:22]([F:30])[c:21]([F:31])[c:20]([F:19])[cH:29][cH:28]1)([F:25])[F:26]. The reactants are ClCCl, CCOC(C)=O, C=CC(O)C1OC(n2cc(C)c(=O)[nH]c2=O)([SiH](C)C)CC1OC(C)(C)C, CCOC(=O)Cl, c1ccncc1. Product: C=CC(OC(=O)OCC)C1OC(n2cc(C)c(=O)[nH]c2=O)([SiH](C)C)CC1OC(C)(C)C. RXN SMILES: [CH2:39]([Cl:40])[Cl:41].[CH3:42][CH2:43][O:44][C:45](=[O:46])[CH3:47].[CH:1](=[CH2:2])[CH:3]([CH:4]1[CH:5]([O:21][C:22]([CH3:23])([CH3:24])[CH3:25])[CH2:6][C:7]([n:9]2[c:10](=[O:11])[nH:12][c:13](=[O:14])[c:15]([CH3:16])[cH:17]2)([SiH:18]([CH3:19])[CH3:20])[O:8]1)[OH:26].[Cl:27][C:28](=[O:29])[O:30][CH2:31][CH3:32].[cH:33]1[cH:34][cH:35][n:36][cH:37][cH:38]1>>[CH:1](=[CH2:2])[CH:3]([CH:4]1[CH:5]([O:21][C:22]([CH3:23])([CH3:24])[CH3:25])[CH2:6][C:7]([n:9]2[c:10](=[O:11])[nH:12][c:13](=[O:14])[c:15]([CH3:16])[cH:17]2)([SiH:18]([CH3:19])[CH3:20])[O:8]1)[O:26][C:28](=[O:29])[O:30][CH2:31][CH3:32]. Yields the product COC1=C(C=CC(=C1)OC)N1CCN(CCC1)CC=1N=C(SC1)C1=CC=CC=C1 (1-(2,4-Dimethoxyphenyl)-4-(2-phenylthiazol-4-ylmethyl)-[1,4]diazepane). Run at time 8 hour. Starting materials: ClCC=1N=C(SC1)C1=CC=CC=C1 (4-chloromethyl-2-phenylthiazole), Cl.COC1=C(C=CC(=C1)OC)N1CCNCCC1 (1-(2,4-dimethoxyphenyl)-[1,4]diazepane HCl salt), C(=O)([O-])[O-].[Cs+].[Cs+] (Cs2CO3). The yield is 32.1%. Solvent: CN(C)C=O (DMF), CCOC(=O)C (EtOAc). Reaction SMILES: Cl[CH2:2][C:3]1[N:4]=[C:5]([C:8]2[CH:13]=[CH:12][CH:11]=[CH:10][CH:9]=2)[S:6][CH:7]=1.Cl.[CH3:15][O:16][C:17]1[CH:22]=[C:21]([O:23][CH3:24])[CH:20]=[CH:19][C:18]=1[N:25]1[CH2:31][CH2:30][CH2:29][NH:28][CH2:27][CH2:26]1.C([O-])([O-])=O.[Cs+].[Cs+]>CN(C=O)C.CCOC(C)=O>[CH3:15][O:16][C:17]1[CH:22]=[C:21]([O:23][CH3:24])[CH:20]=[CH:19][C:18]=1[N:25]1[CH2:31][CH2:30][CH2:29][N:28]([CH2:2][C:3]2[N:4]=[C:5]([C:8]3[CH:13]=[CH:12][CH:11]=[CH:10][CH:9]=3)[S:6][CH:7]=2)[CH2:27][CH2:26]1 |f:1.2,3.4.5|. Procedure: A mixture of 4-chloromethyl-2-phenylthiazole (80 mg, 0.38 mmol, 1 equiv), 1-(2,4-dimethoxyphenyl)-[1,4]diazepane HCl salt (117 mg, 0.38 mmol, 1 equiv) and Cs2CO3 (619 mg, 5 equiv) in 1 mL of DMF was stirred at room temperature overnight. The mixture was diluted with EtOAc (˜30 mL), washed with saturated aqueous NaHCO3 (20 mL) and brine (20 mL) sequentially and then dried over magnesium sulfate. The residue was purified by flash column chromatograph using 30 to 100% EtOAc in hexane to afford the ... The reactants are B, CC(=O)[O-], CC(=O)[O-], COc1ccc(B(O)O)cn1, CCN(C(C)C)C(C)C, ClCCl, [Cu+2], COc1ccc(CN(Cc2ccc(OC)cc2)c2nc(C)nc(-c3ccccc3N)n2)cc1. Yields the product COc1ccc(CN(Cc2ccc(OC)cc2)c2nc(C)nc(-c3ccccc3Nc3ccc(OC)nc3)n2)cc1. As a reaction SMILES: [B:45].[C:58]([O-:59])(=[O:60])[CH3:61].[C:63]([O-:64])(=[O:65])[CH3:66].[CH3:34][O:35][c:36]1[cH:37][cH:38][c:39]([B:42]([OH:43])[OH:44])[cH:40][n:41]1.[CH:46]([N:47]([CH:48]([CH3:49])[CH3:50])[CH2:51][CH3:52])([CH3:53])[CH3:54].[Cl:55][CH2:56][Cl:57].[Cu+2:62].[NH2:1][c:2]1[c:3](-[c:8]2[n:9][c:10]([N:15]([CH2:16][c:17]3[cH:18][cH:19][c:20]([O:23][CH3:24])[cH:21][cH:22]3)[CH2:25][c:26]3[cH:27][cH:28][c:29]([O:32][CH3:33])[cH:30][cH:31]3)[n:11][c:12]([CH3:14])[n:13]2)[cH:4][cH:5][cH:6][cH:7]1>>[NH:1]([c:2]1[c:3](-[c:8]2[n:9][c:10]([N:15]([CH2:16][c:17]3[cH:18][cH:19][c:20]([O:23][CH3:24])[cH:21][cH:22]3)[CH2:25][c:26]3[cH:27][cH:28][c:29]([O:32][CH3:33])[cH:30][cH:31]3)[n:11][c:12]([CH3:14])[n:13]2)[cH:4][cH:5][cH:6][cH:7]1)[c:39]1[cH:38][cH:37][c:36]([O:35][CH3:34])[n:41][cH:40]1. Reactants: OCC1CCN(CC1)C(=O)OC(C)(C)C (tert-butyl 4-(hydroxymethyl)piperidine-1-carboxylate), C1(=CC=C(C=C1)S(=O)(=O)Cl)C (p-toluenesulfonyl chloride), O (water). The solvent is N1=CC=CC=C1 (pyridine). Conditions: temperature 0 celsius, time 100 minute. Product: S(=O)(=O)(C1=CC=C(C)C=C1)OCC1CCN(CC1)C(=O)OC(C)(C)C (tert-Butyl 4-(tosyloxymethyl)piperidine-1-carboxylate). The yield is 91.8%. Reaction SMILES: [OH:1][CH2:2][CH:3]1[CH2:8][CH2:7][N:6]([C:9]([O:11][C:12]([CH3:15])([CH3:14])[CH3:13])=[O:10])[CH2:5][CH2:4]1.[C:16]1([CH3:26])[CH:21]=[CH:20][C:19]([S:22](Cl)(=[O:24])=[O:23])=[CH:18][CH:17]=1.O>N1C=CC=CC=1>[S:22]([O:1][CH2:2][CH:3]1[CH2:8][CH2:7][N:6]([C:9]([O:11][C:12]([CH3:15])([CH3:14])[CH3:13])=[O:10])[CH2:5][CH2:4]1)([C:19]1[CH:20]=[CH:21][C:16]([CH3:26])=[CH:17][CH:18]=1)(=[O:24])=[O:23]. Procedure details: To a stirred solution of tert-butyl 4-(hydroxymethyl)piperidine-1-carboxylate (5.0 g, 23.2 mmol) in anhydrous pyridine (18.5 mL) at 0° C. under nitrogen, p-toluenesulfonyl chloride (4.87 g, 25.55 mmol) was added in one portion. The reaction was stirred at 0° C. for 100 minutes before warming to RT. After 18 hours, the reaction mixture was poured into water (100 mL) and extracted with ethyl acetate (3×50 mL). The combined organic extracts were washed with aqueous hydrochloric acid (2×100 mL, 1.0 ... Reactants: O=[N+]([O-])c1ccc(F)cc1F, [H-], [Na+], CN(C)C=O, CCOC(=O)C1CCC(O)CC1. The product is CCOC(=O)C1CCC(Oc2ccc([N+](=O)[O-])c(F)c2)CC1. As a reaction SMILES: [F:13][c:14]1[c:15]([N+:21](=[O:22])[O-:23])[cH:16][cH:17][c:18]([F:20])[cH:19]1.[H-:25].[Na+:24].[O:26]=[CH:27][N:28]([CH3:29])[CH3:30].[OH:1][CH:2]1[CH2:3][CH2:4][CH:5]([C:8](=[O:9])[O:10][CH2:11][CH3:12])[CH2:6][CH2:7]1>>[O:1]([CH:2]1[CH2:3][CH2:4][CH:5]([C:8](=[O:9])[O:10][CH2:11][CH3:12])[CH2:6][CH2:7]1)[c:18]1[cH:17][cH:16][c:15]([N+:21](=[O:22])[O-:23])[c:14]([F:13])[cH:19]1. Reactants: C(O)([O-])=O.[Na+] (sodium hydrogen carbonate), ClC(=O)OCC1=CC=CC=C1 (benzyl chloroformate), NC1=C(C=C(C=C1)O)F (4-amino-3-fluorophenol). The solvent is O1CCCC1.O (tetrahydrofuran water). Run at time 16 hour. Yields the product FC1=C(C=CC(=C1)O)NC(OCC1=CC=CC=C1)=O (benzyl (2-fluoro-4-hydroxyphenyl)carbamate). Yield: 920.4%. RXN SMILES: [NH2:1][C:2]1[CH:7]=[CH:6][C:5]([OH:8])=[CH:4][C:3]=1[F:9].C(=O)([O-])O.[Na+].Cl[C:16]([O:18][CH2:19][C:20]1[CH:25]=[CH:24][CH:23]=[CH:22][CH:21]=1)=[O:17]>O1CCCC1.O>[F:9][C:3]1[CH:4]=[C:5]([OH:8])[CH:6]=[CH:7][C:2]=1[NH:1][C:16](=[O:17])[O:18][CH2:19][C:20]1[CH:25]=[CH:24][CH:23]=[CH:22][CH:21]=1 |f:1.2,4.5|. Procedure: To a suspension of 4-amino-3-fluorophenol (50 g, 39.3 mmol) in tetrahydrofuran/water (=1/1, 500 mL) was added sodium hydrogen carbonate (36.3 g, 39.3 mmol), and benzyl chloroformate (62 mL, 43.3 mmol) was added dropwise at room temperature. The mixture was stirred at room temperature for 16 hr, and extracted with ethyl acetate (1000 mL). The organic layer was washed with saturated brine, dried over anhydrous magnesium sulfate and filtered. The solvent was evaporated under reduced pressure, and t...